Dataset: the Open Reaction Database (ORD), a public repository of structured organic reaction records. Task: describe an organic reaction: reactants, conditions, products, and yield Reactants: C1(=CC=C(C=C1)S(=O)(=O)O)C (p-toluenesulfonic acid), C(C)O (ethanol), N1C(NCC2=CC=CC=C12)=O (dihydroquinazolone), ClC=1C(C(=C(C(C1Cl)=O)C#N)C#N)=O (2,3-dichloro-5,6-dicyano-1,4-benzoquinone). The product is C(C)OC1=C(C=CC=C1)C1=NC2=CC=CC=C2C(N1)=O (2-(2-ethoxyphenyl)-4-(3H)-quinazolone). RXN SMILES: [C:1]1([CH3:11])[CH:6]=[CH:5][C:4](S(O)(=O)=O)=[CH:3][CH:2]=1.[NH:12]1[C:21]2[C:16](=[CH:17][CH:18]=[CH:19][CH:20]=2)[CH2:15][NH:14]C1=O.ClC1C(=O)C(C#N)=[C:27](C#N)[C:28](=[O:31])C=1Cl.C([OH:39])C>>[CH2:28]([O:31][C:2]1[CH:3]=[CH:4][CH:5]=[CH:6][C:1]=1[C:11]1[NH:14][C:15](=[O:39])[C:16]2[C:21](=[CH:20][CH:19]=[CH:18][CH:17]=2)[N:12]=1)[CH3:27]. Reported procedure: An equimolar mixture of anthranilamide (136 mg, 1.0 mmole) and 2-ethoxybenzaldehyde (166 mg, 1.0 mmole) is suspended in methanol (30 mL) and heated to reflux for 3 hours. After cooling, the Schiff's base is isolated by vacuum filtration, suspended in ethanol (50 mL) containing p-toluenesulfonic acid (33 mg, 0.17 mmole), and heated to reflux for 1 hour. The resulting dihydroquinazolone is treated with 2,3-dichloro-5,6-dicyano-1,4-benzoquinone (DDQ, 227 mg, 1.0 mmole) and heating is continued as a... Procedure details: A mixture of 3-(2-oxopiperazin-1-yl)quinoline-7-carbonitrile [I-4] (17 mg, 0.067 mmol) and 4-methyl-5-[(2R)-oxiran-2-yl]-2-benzofuran-1(3H)-one (19 mg, 0.10 mmol) in EtOH (1.5 mL) in a 5 mL microwave tube was heated to 140° C. for 1 hour. LC showed formation of the title product, which was purified by mass-directed reverse phase HPLC (AcCN-Water with 0.1% TFA). LC-MS (IE, m/z): 443 [M+1]+. Reaction conditions: temperature 140 celsius. Reactants: O=C1N(CCNC1)C=1C=NC2=CC(=CC=C2C1)C#N (3-(2-oxopiperazin-1-yl)quinoline-7-carbonitrile), CC1=C(C=CC=2C(OCC21)=O)[C@H]2OC2 (4-methyl-5-[(2R)-oxiran-2-yl]-2-benzofuran-1(3H)-one). The product is O[C@@H](CN1CC(N(CC1)C=1C=NC2=CC(=CC=C2C1)C#N)=O)C1=C(C2=C(C(OC2)=O)C=C1)C (3-{4-[(2R)-2-Hydroxy-2-(4-methyl-1-oxo-1,3-dihydro-2-benzofuran-5-yl)ethyl]-2-oxopiperazin-1-yl}quinoline-7-carbonitrile). As a reaction SMILES: [O:1]=[C:2]1[CH2:7][NH:6][CH2:5][CH2:4][N:3]1[C:8]1[CH:9]=[N:10][C:11]2[C:16]([CH:17]=1)=[CH:15][CH:14]=[C:13]([C:18]#[N:19])[CH:12]=2.[CH3:20][C:21]1[C:29]2[CH2:28][O:27][C:26](=[O:30])[C:25]=2[CH:24]=[CH:23][C:22]=1[C@@H:31]1[CH2:33][O:32]1>CCO>[OH:32][C@H:31]([C:22]1[CH:23]=[CH:24][C:25]2[C:26](=[O:30])[O:27][CH2:28][C:29]=2[C:21]=1[CH3:20])[CH2:33][N:6]1[CH2:5][CH2:4][N:3]([C:8]2[CH:9]=[N:10][C:11]3[C:16]([CH:17]=2)=[CH:15][CH:14]=[C:13]([C:18]#[N:19])[CH:12]=3)[C:2](=[O:1])[CH2:7]1. Run in CCO (EtOH). RXN SMILES: [CH3:1][N:2]1[C:3](=[O:30])[CH:4]([NH:19][C:20]([O:21][CH2:22][c:23]2[cH:24][cH:25][cH:26][cH:27][cH:28]2)=[O:29])[N:5]=[C:6]([c:13]2[cH:14][cH:15][cH:16][cH:17][cH:18]2)[c:7]2[c:8]1[cH:9][cH:10][cH:11][cH:12]2.[CH3:31][O:32][c:33]1[cH:34][cH:35][c:36]([P:37]2(=[S:38])[S:39][P:41](=[S:42])([c:43]3[cH:44][cH:45][c:46]([O:47][CH3:48])[cH:49][cH:50]3)[S:40]2)[cH:51][cH:52]1.[CH3:53][c:54]1[cH:55][cH:56][cH:57][cH:58][cH:59]1>>[CH3:1][N:2]1[C:3](=[S:40])[CH:4]([NH:19][C:20]([O:21][CH2:22][c:23]2[cH:24][cH:25][cH:26][cH:27][cH:28]2)=[O:29])[N:5]=[C:6]([c:13]2[cH:14][cH:15][cH:16][cH:17][cH:18]2)[c:7]2[c:8]1[cH:9][cH:10][cH:11][cH:12]2. Starting materials: CN1C(=O)C(NC(=O)OCc2ccccc2)N=C(c2ccccc2)c2ccccc21, COc1ccc(P2(=S)SP(=S)(c3ccc(OC)cc3)S2)cc1, Cc1ccccc1. Product: CN1C(=S)C(NC(=O)OCc2ccccc2)N=C(c2ccccc2)c2ccccc21. The reactants are C(C)(=O)NC1=CC=C(C(=O)N2CCN(CC2)CCC2=CC=C(C=C2)Br)C=C1 (1-(4-acetylaminobenzoyl)-4-[2-(4-bromophenyl)ethyl]-piperazine), [H-].[Na+] (NaH), CI (methyl iodide). Solvent: CN(C)C=O (DMF), CN(C)C=O (DMF), CN(C)C=O (DMF). The product is C(C)(=O)N(C)C1=CC=C(C(=O)N2CCN(CC2)CCC2=CC=C(C=C2)Br)C=C1 (1-[4-(N-acetyl-N-methylamino)benzoyl]-4-[2-(4-bromophenyl)ethyl]-piperazine). RXN SMILES: [C:1]([NH:4][C:5]1[CH:27]=[CH:26][C:8]([C:9]([N:11]2[CH2:16][CH2:15][N:14]([CH2:17][CH2:18][C:19]3[CH:24]=[CH:23][C:22]([Br:25])=[CH:21][CH:20]=3)[CH2:13][CH2:12]2)=[O:10])=[CH:7][CH:6]=1)(=[O:3])[CH3:2].[H-].[Na+].[CH3:30]I>CN(C=O)C>[C:1]([N:4]([C:5]1[CH:27]=[CH:26][C:8]([C:9]([N:11]2[CH2:12][CH2:13][N:14]([CH2:17][CH2:18][C:19]3[CH:20]=[CH:21][C:22]([Br:25])=[CH:23][CH:24]=3)[CH2:15][CH2:16]2)=[O:10])=[CH:7][CH:6]=1)[CH3:30])(=[O:3])[CH3:2] |f:1.2|. Procedure: In a manner analogous to that described in Example 5, 1.6 g of 1-(4-acetylaminobenzoyl)-4-[2-(4-bromophenyl)ethyl]-piperazine, dissolved in 15 ml DMF, are treated first with 0.2 g NaH in 10 ml DMF and then with 0.6 g methyl iodide in 5 ml DMF. The crude product is crystallised from ether. Thus 1-[4-(N-acetyl-N-methylamino)benzoyl]-4-[2-(4-bromophenyl)ethyl]-piperazine is obtained, m.p. 161°-162°. The reactants are CO (MeOH), C1(=CC=C(C=C1)S(=O)(=O)C[N+]#[C-])C (p-toluenesulfonylmethyl isocyanide), CO (MeOH), CC1=NNC2=CC=C(C=C12)C=O (3-methyl-1H-indazole-5-carbaldehyde), C[O-].[Na+] (sodium methoxide). Solvent: O (Water). Conditions: temperature 0 celsius. The product is CC1=NNC2=CC=C(C=C12)C1=CN=CO1 (3-methyl-5-(oxazol-5-yl)-1H-indazole). Isolated yield 81.3%. As a reaction SMILES: C1(C)C=CC(S([CH2:10][N+:11]#[C-:12])(=O)=O)=CC=1.CO.C[O-].[Na+].[CH3:19][C:20]1[C:28]2[C:23](=[CH:24][CH:25]=[C:26]([CH:29]=[O:30])[CH:27]=2)[NH:22][N:21]=1>O>[CH3:19][C:20]1[C:28]2[C:23](=[CH:24][CH:25]=[C:26]([C:29]3[O:30][CH:12]=[N:11][CH:10]=3)[CH:27]=2)[NH:22][N:21]=1 |f:2.3|. Procedure: To a 150 mL round-bottom flask was added p-toluenesulfonylmethyl isocyanide (1.46 g, 7.5 mmol) and MeOH, followed by sodium methoxide (4.60 mL, 21.2 mmol) and a MeOH solution of 3-methyl-1H-indazole-5-carbaldehyde (1.00 g, 6.24 mmol) (prepared as described in WO 2007/124288). The solution was stirred at reflux for about 1 hour and followed by LCMS. Water was added (50 mL) and the MeOH was removed in vacuo. The suspension was cooled to 0° C. and the resulting precipitate was filtered and dried in...